This data is from the Open Reaction Database (ORD), a public repository of structured organic reaction records. The task is: describe an organic reaction: reactants, conditions, products, and yield Yields the product CC(=O)OC(C)C=Cc1ccc(-c2ccc(O[Si](C)(C)C)cn2)cc1. Starting materials: C=CC(C)OC(C)=O, CC(C)(C)N, C[Si](C)(C)Oc1ccc(-c2ccc(Br)cc2)nc1, CN1CCCC1=O, CC(=O)[O-], CC(=O)[O-], [Pd+2], c1ccc(P(c2ccccc2)c2ccccc2)cc1. As a reaction SMILES: [C:19]([CH3:20])(=[O:21])[O:22][CH:23]([CH3:24])[CH:25]=[CH2:26].[C:27]([NH2:28])([CH3:29])([CH3:30])[CH3:31].[CH3:1][Si:2]([O:3][c:4]1[cH:5][cH:6][c:7](-[c:10]2[cH:11][cH:12][c:13]([Br:16])[cH:14][cH:15]2)[n:8][cH:9]1)([CH3:17])[CH3:18].[CH3:60][N:61]1[CH2:62][CH2:63][CH2:64][C:65]1=[O:66].[O-:52][C:53]([CH3:54])=[O:55].[O-:56][C:57]([CH3:58])=[O:59].[Pd+2:51].[c:32]1([P:33]([c:34]2[cH:35][cH:36][cH:37][cH:38][cH:39]2)[c:40]2[cH:41][cH:42][cH:43][cH:44][cH:45]2)[cH:46][cH:47][cH:48][cH:49][cH:50]1>>[CH3:1][Si:2]([O:3][c:4]1[cH:5][cH:6][c:7](-[c:10]2[cH:11][cH:12][c:13]([CH:26]=[CH:25][CH:23]([O:22][C:19]([CH3:20])=[O:21])[CH3:24])[cH:14][cH:15]2)[n:8][cH:9]1)([CH3:17])[CH3:18]. The reactants are OC(CCCCCC(C)C=1C=C(OCC=2C=C(C(C(=O)OC)=CC2)C(=O)OC)C=CC1)(C)C (dimethyl 4-[3-(7-hydroxy-1,7-dimethyloctyl)phenoxymethyl]phthalate), [BH4-].[Li+] (lithium borohydride). Product: OCC=1C=C(COC=2C=C(C=CC2)C(CCCCCC(C)(O)C)C)C=CC1CO (8-[3-(3,4-bis-Hydroxymethylbenzyloxy)phenyl]-2-methyl-2-nonanol). As a reaction SMILES: [OH:1][C:2]([CH3:33])([CH3:32])[CH2:3][CH2:4][CH2:5][CH2:6][CH2:7][CH:8]([C:10]1[CH:11]=[C:12]([CH:29]=[CH:30][CH:31]=1)[O:13][CH2:14][C:15]1[CH:16]=[C:17]([C:25](OC)=[O:26])[C:18](=[CH:23][CH:24]=1)[C:19](OC)=[O:20])[CH3:9].[BH4-].[Li+]>>[OH:26][CH2:25][C:17]1[CH:16]=[C:15]([CH:24]=[CH:23][C:18]=1[CH2:19][OH:20])[CH2:14][O:13][C:12]1[CH:11]=[C:10]([CH:8]([CH3:9])[CH2:7][CH2:6][CH2:5][CH2:4][CH2:3][C:2]([CH3:33])([OH:1])[CH3:32])[CH:31]=[CH:30][CH:29]=1 |f:1.2|. Procedure: In a manner similar to Example 53(e), by reacting 97 mg (0.21 mmol) of dimethyl 4-[3-(7-hydroxy-1,7-dimethyloctyl)phenoxymethyl]phthalate (prepared from the previous product in a manner similar to Example 64(d) with 14 mg (0.63 mmol) of lithium borohydride, a colourless oil is obtained (m=83 mg; Y=99%). The reactants are CB1OB(OB(O1)C)C (2,4,6-Trimethylboroxine), C([O-])([O-])=O.[K+].[K+] (potassium carbonate), C(C1=CC=CC=C1)OCC[C@@H](C1=NN2C(C(N1C1=CC=CC=C1)=O)=C(C=C2)Br)NC(OC(C)(C)C)=O ((S)-tert-Butyl (3-(benzyloxy)-1-(5-bromo-4-oxo-3-phenyl-3,4-dihydropyrrolo[2,1-f][1,2,4]triazin-2-yl)propyl)carbamate). The reagents and catalysts are C=1C=CC(=CC1)[P](C=2C=CC=CC2)(C=3C=CC=CC3)[Pd]([P](C=4C=CC=CC4)(C=5C=CC=CC5)C=6C=CC=CC6)([P](C=7C=CC=CC7)(C=8C=CC=CC8)C=9C=CC=CC9)[P](C=1C=CC=CC1)(C=1C=CC=CC1)C=1C=CC=CC1 (tetrakis(triphenylphosphine)palladium(0)). The solvent is CN(C=O)C (dimethylformamide). Conditions: temperature 120 celsius. Product: C(C1=CC=CC=C1)OCC[C@@H](C1=NN2C(C(N1C1=CC=CC=C1)=O)=C(C=C2)C)NC(OC(C)(C)C)=O ((S)-tert-Butyl (3-(benzyloxy)-1-(5-methyl-4-oxo-3-phenyl-3,4-dihydropyrrolo[2,1-f][1,2,4]triazin-2-yl)propyl)carbamate). Yield: 85.3%. As a reaction SMILES: [CH2:1]([O:8][CH2:9][CH2:10][C@H:11]([NH:29][C:30](=[O:36])[O:31][C:32]([CH3:35])([CH3:34])[CH3:33])[C:12]1[N:17]([C:18]2[CH:23]=[CH:22][CH:21]=[CH:20][CH:19]=2)[C:16](=[O:24])[C:15]2=[C:25](Br)[CH:26]=[CH:27][N:14]2[N:13]=1)[C:2]1[CH:7]=[CH:6][CH:5]=[CH:4][CH:3]=1.[CH3:37]B1OB(C)OB(C)O1.C(=O)([O-])[O-].[K+].[K+]>CN(C)C=O.C1C=CC([P]([Pd]([P](C2C=CC=CC=2)(C2C=CC=CC=2)C2C=CC=CC=2)([P](C2C=CC=CC=2)(C2C=CC=CC=2)C2C=CC=CC=2)[P](C2C=CC=CC=2)(C2C=CC=CC=2)C2C=CC=CC=2)(C2C=CC=CC=2)C2C=CC=CC=2)=CC=1>[CH2:1]([O:8][CH2:9][CH2:10][C@H:11]([NH:29][C:30](=[O:36])[O:31][C:32]([CH3:35])([CH3:34])[CH3:33])[C:12]1[N:17]([C:18]2[CH:23]=[CH:22][CH:21]=[CH:20][CH:19]=2)[C:16](=[O:24])[C:15]2=[C:25]([CH3:37])[CH:26]=[CH:27][N:14]2[N:13]=1)[C:2]1[CH:7]=[CH:6][CH:5]=[CH:4][CH:3]=1 |f:2.3.4,^1:60,62,81,100|. Procedure: (S)-tert-Butyl (3-(benzyloxy)-1-(5-bromo-4-oxo-3-phenyl-3,4-dihydropyrrolo[2,1-f][1,2,4]triazin-2-yl)propyl)carbamate (0.6 g, 1.08 mmol) was dissolved in 36 mL anhydrous dimethylformamide in a pressure reactor vessel. 2,4,6-Trimethylboroxine (1.36 mL, 9.76 mmol), potassium carbonate (3 g, 21.68 mmol) and tetrakis(triphenylphosphine)palladium(0) (0.13 g, 0.11 mmol) were added under argon conditions. The reaction mixture was heated at 120° C. for 2 h and then cooled and filtered through a plug of ... Procedure: To an ice/water bath cooled solution of 5-chloro-N-{4-chloro-1-[(3-cyanophenyl)methyl]-1H-indazol-3-yl}-2-thiophenesulfonamide (for a preparation see Intermediate 42) (95 mg, 0.20 mmol) in anhydrous tetrahydrofuran (4 mL) under nitrogen atmosphere was added dropwise over 1 min lithium aluminium hydride (1M solution in diethyl ether, 0.513 mL, 0.513 mmol). The reaction was stirred in the ice/water bath for 10 min, and then at room temperature for 30 min. Reaction re-cooled in the ice/water bath a... RXN SMILES: [Cl:1][C:2]1[S:6][C:5]([S:7]([NH:10][C:11]2[C:19]3[C:14](=[CH:15][CH:16]=[CH:17][C:18]=3[Cl:20])[N:13]([CH2:21][C:22]3[CH:27]=[CH:26][CH:25]=[C:24]([C:28]#[N:29])[CH:23]=3)[N:12]=2)(=[O:9])=[O:8])=[CH:4][CH:3]=1.[H-].[Al+3].[Li+].[H-].[H-].[H-]>O1CCCC1>[NH2:29][CH2:28][C:24]1[CH:23]=[C:22]([CH2:21][N:13]2[C:14]3[C:19](=[C:18]([Cl:20])[CH:17]=[CH:16][CH:15]=3)[C:11]([NH:10][S:7]([C:5]3[S:6][C:2]([Cl:1])=[CH:3][CH:4]=3)(=[O:8])=[O:9])=[N:12]2)[CH:27]=[CH:26][CH:25]=1 |f:1.2.3.4.5.6|. Reaction conditions: time 30 minute. Reactants: ClC1=CC=C(S1)S(=O)(=O)NC1=NN(C2=CC=CC(=C12)Cl)CC1=CC(=CC=C1)C#N (5-chloro-N-{4-chloro-1-[(3-cyanophenyl)methyl]-1H-indazol-3-yl}-2-thiophenesulfonamide), ice water, ice water, ice water, Intermediate 42, [H-].[Al+3].[Li+].[H-].[H-].[H-] (lithium aluminium hydride), [H-].[Al+3].[Li+].[H-].[H-].[H-] (lithium aluminium hydride). Run in O1CCCC1 (tetrahydrofuran). The product is NCC=1C=C(C=CC1)CN1N=C(C2=C(C=CC=C12)Cl)NS(=O)(=O)C=1SC(=CC1)Cl (N-(1-{[3-(aminomethyl)phenyl]methyl}-4-chloro-1H-indazol-3-yl)-5-chloro-2-thiophenesulfonamide).